Dataset: the Open Reaction Database (ORD), a public repository of structured organic reaction records. Task: describe an organic reaction: reactants, conditions, products, and yield Starting materials: C(C)(C)(C)OC(NC1=C(C=C(C(=C1)NC(C)C)Cl)NC(CC(C1=CC(=CC=C1)N1N=NC=C1COC1OCCCC1)=O)=O)=O ((RS)-[4-chloro-5-isopropylamino-2-(3-oxo-3-{3-[5-(tetrahydro-pyran-2-yloxymethyl)-[1,2,3]triazol-1-yl]-phenyl}-propionylamino)-phenyl]-carbamic acid tert-butyl ester), C(=O)(C(F)(F)F)O (TFA). The solvent is C(Cl)Cl (CH2Cl2). The product is ClC=1C(=CC2=C(NC(CC(=N2)C2=CC(=CC=C2)N2N=NC=C2CO)=O)C1)NC(C)C (8-Chloro-4-[3-(5-hydroxymethyl-[1,2,3]triazol-1-yl)-phenyl]-7-isopropylamino-1,3-dihydro-benzo[b][1,4]diazepin-2-one), solid. Yield: 82.0%. RXN SMILES: C(OC(=O)[NH:7][C:8]1[CH:13]=[C:12]([NH:14][CH:15]([CH3:17])[CH3:16])[C:11]([Cl:18])=[CH:10][C:9]=1[NH:19][C:20](=[O:43])[CH2:21][C:22](=O)[C:23]1[CH:28]=[CH:27][CH:26]=[C:25]([N:29]2[C:33]([CH2:34][O:35]C3CCCCO3)=[CH:32][N:31]=[N:30]2)[CH:24]=1)(C)(C)C.C(O)(C(F)(F)F)=O>C(Cl)Cl>[Cl:18][C:11]1[C:12]([NH:14][CH:15]([CH3:17])[CH3:16])=[CH:13][C:8]2[N:7]=[C:22]([C:23]3[CH:28]=[CH:27][CH:26]=[C:25]([N:29]4[C:33]([CH2:34][OH:35])=[CH:32][N:31]=[N:30]4)[CH:24]=3)[CH2:21][C:20](=[O:43])[NH:19][C:9]=2[CH:10]=1. Procedure details: The title compound was prepared from (RS)-[4-chloro-5-isopropylamino-2-(3-oxo-3-{3-[5-(tetrahydro-pyran-2-yloxymethyl)-[1,2,3]triazol-1-yl]-phenyl}-propionylamino)-phenyl]-carbamic acid tert-butyl ester (Example M113) (0.37 g, 0.60 mmol) by treatment with TFA in CH2Cl2 according to the general procedure N. Obtained as a light yellow solid (209 mg, 82%). Reactants: Nc1ccc(Br)cc1, Cc1cc(Br)cc(C)c1Oc1ccnc(Cl)c1, CCOC(C)=O, [Na+], [OH-]. Product: Cc1cc(Br)cc(C)c1Oc1ccnc(Nc2ccc(Br)cc2)c1. Reaction SMILES: [Br:18][c:19]1[cH:20][cH:21][c:22]([NH2:23])[cH:24][cH:25]1.[Br:1][c:2]1[cH:3][c:4]([CH3:17])[c:5]([O:6][c:7]2[cH:8][c:9]([Cl:13])[n:10][cH:11][cH:12]2)[c:14]([CH3:16])[cH:15]1.[CH3:28][CH2:29][O:30][C:31]([CH3:32])=[O:33].[Na+:27].[OH-:26]>>[Br:1][c:2]1[cH:3][c:4]([CH3:17])[c:5]([O:6][c:7]2[cH:8][c:9]([NH:23][c:22]3[cH:21][cH:20][c:19]([Br:18])[cH:25][cH:24]3)[n:10][cH:11][cH:12]2)[c:14]([CH3:16])[cH:15]1. Starting materials: N=1C=C(N2C1CCCC2)CC(=O)OCC (ethyl 2-(5,6,7,8-tetrahydroimidazo[1,2-a]pyridin-3-yl)acetate), N (ammonia). Solvent: CO (methanol). Yields the product N=1C=C(N2C1CCCC2)CC(=O)N (2-(5,6,7,8-tetrahydroimidazo[1,2-a]pyridin-3-yl)acetamide). RXN SMILES: [N:1]1[CH:2]=[C:3]([CH2:10][C:11]([O:13]CC)=O)[N:4]2[CH2:9][CH2:8][CH2:7][CH2:6][C:5]=12.[NH3:16]>CO>[N:1]1[CH:2]=[C:3]([CH2:10][C:11]([NH2:16])=[O:13])[N:4]2[CH2:9][CH2:8][CH2:7][CH2:6][C:5]=12. Reported procedure: Hydrogenate a mixture 2-(imidazo[1,2-a]pyridin-3-yl)acetamide (0.64 gm) and 0.158 gm platinum oxide in 200 mL ethanol saturated with hydrogen chloride at 60 p.s.i. for 2 hours at room temperature. Filter the reaction mixture and concentrate the filtrate under reduced pressure to provide 0.58 gm ethyl 2-(5,6,7,8-tetrahydroimidazo[1,2-a]pyridin-3-yl)acetate. Heat a solution of this ester in 40 mL 2 M ammonia in methanol in a sealed tube at 100° C. for 2 hours. Cool the reaction mixture to room tem... Starting materials: C(C(=O)O)(=O)O (oxalic acid), COC=1C=C(C=CC1OC)C=CCO (3-(3,4-dimethoxyphenyl)prop-2-en-1-ol), [K] (potassium), Cl.ClCCCN1CCCCC1 (1-(3-chloropropyl)piperidine, hydrochloride). Solvent: C(C)O (ethanol), CS(=O)C (dimethyl-sulfoxyde), C(C)OCC (diethyl oxide), O (water), C(C)O (ethanol). Reaction conditions: time 8 hour. Product: COC=1C=C(C=CC1OC)/C=C/COCCCN1CCCCC1 (trans-1-{3-[3-(3,4-dimethoxyphenyl)allyloxy]propyl}piperidine). Yield: 45.9%. Reaction SMILES: [CH3:1][O:2][C:3]1[CH:4]=[C:5]([CH:11]=[CH:12][CH2:13][OH:14])[CH:6]=[CH:7][C:8]=1[O:9][CH3:10].[K].Cl.Cl[CH2:18][CH2:19][CH2:20][N:21]1[CH2:26][CH2:25][CH2:24][CH2:23][CH2:22]1.C(O)(=O)C(O)=O>CS(C)=O.C(O)C.C(OCC)C.O>[CH3:1][O:2][C:3]1[CH:4]=[C:5](/[CH:11]=[CH:12]/[CH2:13][O:14][CH2:18][CH2:19][CH2:20][N:21]2[CH2:26][CH2:25][CH2:24][CH2:23][CH2:22]2)[CH:6]=[CH:7][C:8]=1[O:9][CH3:10] |f:2.3,^1:14|. Procedure: To a solution of 3-(3,4-dimethoxyphenyl)prop-2-en-1-ol (270 mg) in dimethyl-sulfoxyde (4 mL) are added successively powdered potassium hydroxyde (175 mg 85% wt) and, portionwise, 1-(3-chloropropyl)piperidine, hydrochloride (250 mg). The mixture is stirred overnight at room temperature, then hydrolysed with water (80 mL). The solution is extracted twice with ethyl acetate (20 mL). The combined extracts are washed twice with water (10 mL), dried over magnesium sulphate, concentrated under reduced ... Starting materials: BrCC(=O)C=1C=C2C=CC=NC2=CC1 (2-bromo-1-(quinolin-6-yl)ethanone), ClC1=CC=C(N=N1)/N=C/N(C)C ((E)-N′-(6-chloropyridazin-3-yl)-N,N-dimethylformamidine), CN(C)C=O (DMF). Reaction conditions: temperature 105 celsius. Yields the product ClC=1C=CC=2N(N1)C(=CN2)C(=O)C=2C=C1C=CC=NC1=CC2 ((6-chloroimidazo[1,2-b]pyridazin-3-yl)(quinolin-6-yl)methanone). The yield is 61.4%. As a reaction SMILES: Br[CH2:2][C:3]([C:5]1[CH:6]=[C:7]2[C:12](=[CH:13][CH:14]=1)[N:11]=[CH:10][CH:9]=[CH:8]2)=[O:4].[Cl:15][C:16]1[N:21]=[N:20][C:19](/[N:22]=[CH:23]/N(C)C)=[CH:18][CH:17]=1.CN(C=O)C>>[Cl:15][C:16]1[CH:17]=[CH:18][C:19]2[N:20]([C:2]([C:3]([C:5]3[CH:6]=[C:7]4[C:12](=[CH:13][CH:14]=3)[N:11]=[CH:10][CH:9]=[CH:8]4)=[O:4])=[CH:23][N:22]=2)[N:21]=1. Procedure details: A 100 mL RB flask was charged with 2-bromo-1-(quinolin-6-yl)ethanone (0.7011 g, 2.80 mmol), (E)-N′-(6-chloropyridazin-3-yl)-N,N-dimethylformamidine (0.518 g, 2.80 mmol), and DMF (10.0 ml, 129 mmol), equipped with a reflux condenser, then heated at 105° C. for 3 hours. The reaction mixture was concentrated, then triturated with MeOH to yield (6-chloroimidazo[1,2-b]pyridazin-3-yl)(quinolin-6-yl)methanone (0.530 g, 1.72 mmol, 61%) as a brown solid.